This data is from the Open Reaction Database (ORD), a public repository of structured organic reaction records. The task is: describe an organic reaction: reactants, conditions, products, and yield The reactants are CC(O)c1cc(Cl)c(Nc2nc3ccc(Br)cc3c3c(=O)[nH]ccc23)c(Cl)c1, Cn1cc(B2OC(C)(C)C(C)(C)O2)cn1, [Na+], [Na+], O=C([O-])[O-], CN(C)C=O, c1ccc(P(c2ccccc2)(c2ccccc2)[Pd](P(c2ccccc2)(c2ccccc2)c2ccccc2)(P(c2ccccc2)(c2ccccc2)c2ccccc2)P(c2ccccc2)(c2ccccc2)c2ccccc2)cc1. Product: CC(O)c1cc(Cl)c(Nc2nc3ccc(-c4cnn(C)c4)cc3c3c(=O)[nH]ccc23)c(Cl)c1. RXN SMILES: [Br:1][c:2]1[cH:3][c:4]2[c:5]([n:6][c:7]([NH:15][c:16]3[c:17]([Cl:26])[cH:18][c:19]([CH:23]([CH3:24])[OH:25])[cH:20][c:21]3[Cl:22])[c:8]3[cH:9][cH:10][nH:11][c:12](=[O:14])[c:13]23)[cH:27][cH:28]1.[CH3:35][n:36]1[n:37][cH:38][c:39]([B:41]2[O:42][C:43]([CH3:44])([CH3:45])[C:46]([CH3:47])([CH3:48])[O:49]2)[cH:40]1.[Na+:29].[Na+:30].[O-:31][C:32](=[O:33])[O-:34].[O:50]=[CH:51][N:52]([CH3:53])[CH3:54].[cH:55]1[cH:56][cH:57][c:58]([P:59]([Pd:60]([P:61]([c:62]2[cH:63][cH:64][cH:65][cH:66][cH:67]2)([c:68]2[cH:69][cH:70][cH:71][cH:72][cH:73]2)[c:74]2[cH:75][cH:76][cH:77][cH:78][cH:79]2)([P:80]([c:81]2[cH:82][cH:83][cH:84][cH:85][cH:86]2)([c:87]2[cH:88][cH:89][cH:90][cH:91][cH:92]2)[c:93]2[cH:94][cH:95][cH:96][cH:97][cH:98]2)[P:99]([c:100]2[cH:101][cH:102][cH:103][cH:104][cH:105]2)([c:106]2[cH:107][cH:108][cH:109][cH:110][cH:111]2)[c:112]2[cH:113][cH:114][cH:115][cH:116][cH:117]2)([c:118]2[cH:119][cH:120][cH:121][cH:122][cH:123]2)[c:124]2[cH:125][cH:126][cH:127][cH:128][cH:129]2)[cH:130][cH:131]1>>[c:2]1(-[c:39]2[cH:38][n:37][n:36]([CH3:35])[cH:40]2)[cH:3][c:4]2[c:5]([n:6][c:7]([NH:15][c:16]3[c:17]([Cl:26])[cH:18][c:19]([CH:23]([CH3:24])[OH:25])[cH:20][c:21]3[Cl:22])[c:8]3[cH:9][cH:10][nH:11][c:12](=[O:14])[c:13]23)[cH:27][cH:28]1.